The task is: describe an organic reaction: reactants, conditions, products, and yield. This data is from the Open Reaction Database (ORD), a public repository of structured organic reaction records. Reactants: C(C)(C)(C)OC(NC1=CC(=C(C(=C1)Cl)C=1SC=2C(=NC=C(C2N1)F)Cl)Cl)=O ([3,5-dichloro-4-(4-chloro-7-fluorothiazolo[5,4-c]pyridin-2-yl)phenyl]-carbamic acid tert-butyl ester), NC1=CC(=NC=N1)CO ((6-aminopyrimidin-4-yl)methanol), CC1(C2=C(C(=CC=C2)P(C3=CC=CC=C3)C4=CC=CC=C4)OC5=C(C=CC=C51)P(C6=CC=CC=C6)C7=CC=CC=C7)C (XantPhos), C(=O)([O-])[O-].[Cs+].[Cs+] (Cs2CO3), resultant mixture. The reagents and catalysts are C=1C=CC(=CC1)/C=C/C(=O)/C=C/C2=CC=CC=C2.C=1C=CC(=CC1)/C=C/C(=O)/C=C/C2=CC=CC=C2.C=1C=CC(=CC1)/C=C/C(=O)/C=C/C2=CC=CC=C2.[Pd].[Pd] (Pd2(dba)3). Run in O1CCOCC1 (dioxane). Conditions: temperature 100 celsius. The product is C(C)(C)(C)OC(NC1=CC(=C(C(=C1)Cl)C=1SC=2C(=NC=C(C2N1)F)NC1=NC=NC(=C1)CO)Cl)=O ({3,5-Dichloro-4-[7-fluoro-4-(6-hydroxymethylpyrimidin-4-ylamino)-thiazolo[5,4-c]pyridin-2-yl]phenyl}-carbamic acid tert-butyl ester). Yield: 57.5%. As a reaction SMILES: [C:1]([O:5][C:6](=[O:27])[NH:7][C:8]1[CH:13]=[C:12]([Cl:14])[C:11]([C:15]2[S:16][C:17]3[C:18](Cl)=[N:19][CH:20]=[C:21]([F:24])[C:22]=3[N:23]=2)=[C:10]([Cl:26])[CH:9]=1)([CH3:4])([CH3:3])[CH3:2].[NH2:28][C:29]1[N:34]=[CH:33][N:32]=[C:31]([CH2:35][OH:36])[CH:30]=1.CC1(C)C2C(=C(P(C3C=CC=CC=3)C3C=CC=CC=3)C=CC=2)OC2C(P(C3C=CC=CC=3)C3C=CC=CC=3)=CC=CC1=2.C([O-])([O-])=O.[Cs+].[Cs+]>O1CCOCC1.C1C=CC(/C=C/C(/C=C/C2C=CC=CC=2)=O)=CC=1.C1C=CC(/C=C/C(/C=C/C2C=CC=CC=2)=O)=CC=1.C1C=CC(/C=C/C(/C=C/C2C=CC=CC=2)=O)=CC=1.[Pd].[Pd]>[C:1]([O:5][C:6](=[O:27])[NH:7][C:8]1[CH:13]=[C:12]([Cl:14])[C:11]([C:15]2[S:16][C:17]3[C:18]([NH:28][C:29]4[CH:30]=[C:31]([CH2:35][OH:36])[N:32]=[CH:33][N:34]=4)=[N:19][CH:20]=[C:21]([F:24])[C:22]=3[N:23]=2)=[C:10]([Cl:26])[CH:9]=1)([CH3:2])([CH3:3])[CH3:4] |f:3.4.5,7.8.9.10.11|. Procedure: To a solution of [3,5-dichloro-4-(4-chloro-7-fluorothiazolo[5,4-c]pyridin-2-yl)phenyl]-carbamic acid tert-butyl ester (150 mg, 0.33 mmol) in dioxane (5 mL), was added (6-aminopyrimidin-4-yl)methanol (45 mg, 0.36 mmol), XantPhos (19.4 mg, 0.033 mmol) and Cs2CO3 (218.3 mg, 0.67 mmol). The resultant mixture was degassed with argon for 10 minutes before Pd2(dba)3 (57.7 mg, 0.063 mmol) was added and the reaction mixture was heated at 100° C. for 18 hours in a sealed vial. After cooling to room temper... The yield is 90.1%. Procedure details: To a solution of [3-(4-trifluoromethoxyphenyl)-[1,2,4]thiadiazol-5-yl]-methanol (0.10 g, 0.36 mmol) in toluene (5 ml) was added PBr3 (0.050 ml, 0.54 mmol) and the resulting reaction mixture was refluxed at 120° C. for 15 min. After the completion of the reaction (TLC monitoring), the reaction mixture was cooled to 0° C., added water (50 ml) and extracted with ethyl acetate (3×50 ml). The combined organics was washed with saturated NaHCO3 solution, dried over Na2SO4, filtered and concentrated und... As a reaction SMILES: [F:1][C:2]([F:18])([F:17])[O:3][C:4]1[CH:9]=[CH:8][C:7]([C:10]2[N:14]=[C:13]([CH2:15]O)[S:12][N:11]=2)=[CH:6][CH:5]=1.P(Br)(Br)[Br:20].O>C1(C)C=CC=CC=1>[Br:20][CH2:15][C:13]1[S:12][N:11]=[C:10]([C:7]2[CH:8]=[CH:9][C:4]([O:3][C:2]([F:18])([F:17])[F:1])=[CH:5][CH:6]=2)[N:14]=1. Yields the product BrCC1=NC(=NS1)C1=CC=C(C=C1)OC(F)(F)F (5-Bromomethyl-3-(4-trifluoromethoxyphenyl)-[1,2,4]thiadiazole). Reactants: FC(OC1=CC=C(C=C1)C1=NSC(=N1)CO)(F)F ([3-(4-trifluoromethoxyphenyl)-[1,2,4]thiadiazol-5-yl]-methanol), P(Br)(Br)Br (PBr3), O (water). Conditions: temperature 120 celsius. Run in C1(=CC=CC=C1)C (toluene). Starting materials: F[B-](F)(F)F, CC#N, CN(C)C=O, CCN(C(C)C)C(C)C, NCc1ccccc1, O=C1Cc2cc(C(=O)O)ccc2N1, O, On1nnc2ccccc21, CN(C)C(On1nnc2ccccc21)=[N+](C)C. Product: O=C1Cc2cc(C(=O)NCc3ccccc3)ccc2N1. Reaction SMILES: [B-:14]([F:15])([F:16])([F:17])[F:18].[CH3:64][C:65]#[N:66].[CH3:67][N:68]([CH3:69])[CH:70]=[O:71].[CH:47]([N:48]([CH2:49][CH3:50])[CH:51]([CH3:52])[CH3:53])([CH3:54])[CH3:55].[NH2:56][CH2:57][c:58]1[cH:59][cH:60][cH:61][cH:62][cH:63]1.[O:1]=[C:2]1[NH:3][c:4]2[cH:5][cH:6][c:7]([C:11](=[O:12])[OH:13])[cH:8][c:9]2[CH2:10]1.[OH2:36].[OH:37][n:38]1[c:39]2[cH:40][cH:41][cH:42][cH:43][c:44]2[n:45][n:46]1.[n:19]1([O:20][C:21]([N:22]([CH3:23])[CH3:24])=[N+:25]([CH3:26])[CH3:27])[c:28]2[cH:29][cH:30][cH:31][cH:32][c:33]2[n:34][n:35]1>>[O:1]=[C:2]1[NH:3][c:4]2[cH:5][cH:6][c:7]([C:11](=[O:13])[NH:56][CH2:57][c:58]3[cH:59][cH:60][cH:61][cH:62][cH:63]3)[cH:8][c:9]2[CH2:10]1. Starting materials: BrCC1CO1, O=C([O-])[O-], CCC(C)=O, Oc1ccccc1-c1ccc(Cl)nn1, [K+], [K+]. Yields the product Clc1ccc(-c2ccccc2OCC2CO2)nn1. Reaction SMILES: [Br:15][CH2:16][CH:17]1[CH2:18][O:19]1.[C:20](=[O:21])([O-:22])[O-:23].[CH3:26][C:27](=[O:28])[CH2:29][CH3:30].[Cl:1][c:2]1[n:3][n:4][c:5](-[c:8]2[c:9]([OH:14])[cH:10][cH:11][cH:12][cH:13]2)[cH:6][cH:7]1.[K+:24].[K+:25]>>[Cl:1][c:2]1[n:3][n:4][c:5](-[c:8]2[c:9]([O:14][CH2:16][CH:17]3[CH2:18][O:19]3)[cH:10][cH:11][cH:12][cH:13]2)[cH:6][cH:7]1. Starting materials: COCOC1=C(C(=O)N2CSCC2)C=CC(=C1CCC)OC (N-(2-methoxymethoxy-3-n-propyl-4-methoxybenzoyl)thiazolidine), C1(=CC=C(C=C1)S(=O)(=O)O)C (p-toluenesulfonic acid). The solvent is CO (methanol), O (water). Run at temperature 60 celsius, time 23 hour. The product is OC1=C(C(=O)N2CSCC2)C=CC(=C1CCC)OC (N-(2-hydroxy-3-n-propyl-4-methoxybenzoyl)thiazolidine). Yield: 93.8%. Reaction SMILES: COC[O:4][C:5]1[C:17]([CH2:18][CH2:19][CH3:20])=[C:16]([O:21][CH3:22])[CH:15]=[CH:14][C:6]=1[C:7]([N:9]1[CH2:13][CH2:12][S:11][CH2:10]1)=[O:8].C1(C)C=CC(S(O)(=O)=O)=CC=1>CO.O>[OH:4][C:5]1[C:17]([CH2:18][CH2:19][CH3:20])=[C:16]([O:21][CH3:22])[CH:15]=[CH:14][C:6]=1[C:7]([N:9]1[CH2:13][CH2:12][S:11][CH2:10]1)=[O:8]. Procedure details: The N-(2-methoxymethoxy-3-n-propyl-4-methoxybenzoyl)thiazolidine (9.0 g) was dissolved in a solution of methanol (100 ml)-water (20 ml). To the solution was added p-toluenesulfonic acid (2 spoonfuls in spatula) and the mixture was agitated at 60° C. for 23 hours. The reaction mixture was concentrated in evacuated atomosphere to about one fourth of the original volume. Saturated aqueous solution of sodium bicarbonate was added to the concentrate, and the mixture was extracted twice with ethyl ace... Reactants: ClCCl, O=C(OC(=O)C(F)(F)F)C(F)(F)F, N#Cc1cn(-c2c(Cl)cc(C(F)(F)F)cc2Cl)nc1N, O, OO. The product is N#Cc1cn(-c2c(Cl)cc(C(F)(F)F)cc2Cl)nc1[N+](=O)[O-]. RXN SMILES: [Cl:37][CH2:38][Cl:39].[F:1][C:2]([F:3])([F:5])[C:6](=[O:4])[O:7][C:8](=[O:9])[C:10]([F:11])([F:12])[F:13].[NH2:16][c:17]1[n:18][n:19](-[c:24]2[c:25]([Cl:35])[cH:26][c:27]([C:31]([F:32])([F:33])[F:34])[cH:28][c:29]2[Cl:30])[cH:20][c:21]1[C:22]#[N:23].[OH2:36].[OH:14][OH:15]>>[O-:4][N+:16]([c:17]1[n:18][n:19](-[c:24]2[c:25]([Cl:35])[cH:26][c:27]([C:31]([F:32])([F:33])[F:34])[cH:28][c:29]2[Cl:30])[cH:20][c:21]1[C:22]#[N:23])=[O:36].